Dataset: the Open Reaction Database (ORD), a public repository of structured organic reaction records. Task: describe an organic reaction: reactants, conditions, products, and yield Procedure: The title compound, m.p. 228° C. and MS: m/e=473 (M+H+), was prepared in accordance with the general method of example 1 from 5-amino-3-chloro-10,11-dihydro-5H-dibenzo[a,d]cycloheptene, chloroacetyl chloride, spiro[isobenzofuran-1(3H),4'-piperidin]-3-one and Hcl. Starting materials: NC1C2=C(CCC3=C1C=C(C=C3)Cl)C=CC=C2 (5-amino-3-chloro-10,11-dihydro-5H-dibenzo[a,d]cycloheptene), ClCC(=O)Cl (chloroacetyl chloride), N1CCC2(CC1)OC(C1=CC=CC=C12)=O (spiro[isobenzofuran-1(3H),4'-piperidin]-3-one). RXN SMILES: [NH2:1][CH:2]1[C:8]2[CH:9]=[C:10]([Cl:13])[CH:11]=[CH:12][C:7]=2[CH2:6][CH2:5][C:4]2[CH:14]=[CH:15][CH:16]=[CH:17][C:3]1=2.Cl[CH2:19][C:20](Cl)=O.[NH:23]1[CH2:28][CH2:27][C:26]2([C:36]3[C:31](=[CH:32][CH:33]=[CH:34][CH:35]=3)[C:30](=[O:37])[O:29]2)[CH2:25][CH2:24]1>>[ClH:13].[Cl:13][C:10]1[CH:11]=[CH:12][C:7]2[CH2:6][CH2:5][C:4]3[CH:14]=[CH:15][CH:16]=[CH:17][C:3]=3[CH:2]([NH:1][CH2:19][CH2:20][N:23]3[CH2:28][CH2:27][C:26]4([C:36]5[C:31](=[CH:32][CH:33]=[CH:34][CH:35]=5)[C:30](=[O:37])[O:29]4)[CH2:25][CH2:24]3)[C:8]=2[CH:9]=1 |f:3.4|. Yields the product Cl.ClC=1C=CC2=C(C(C3=C(CC2)C=CC=C3)NCCN3CCC2(CC3)OC(C3=CC=CC=C32)=O)C1 (1'-[2-(3-Chloro-10,11-dihydro-5H-dibenzo[a,d]cyclohepten-5-ylamino)-ethyl]-spiro[isobenzofuran-1,4'-piperidin]-3-one hydrochloride). Starting materials: OC(C(=O)OCC)CC(C)C (ethyl 2-hydroxy-4-methylvalerate), FC1=C(C(=C(C(=N1)F)F)F)F (pentafluoropyridine), C([O-])([O-])=O.[Cs+].[Cs+] (cesium carbonate), resultant mixture, O (water). The solvent is CN(C)C=O (DMF), C(C)(=O)OCC (ethyl acetate). Conditions: time 10 day. Yields the product C(C)OC(=O)C(CC(C)C)OC1=C(C(=NC(=C1F)F)F)F (4-(1-ethoxycarbonyl-3-methylbutyl)oxy-2,3,5,6-tetrafluoropyridine). Isolated yield 112.5%. As a reaction SMILES: [OH:1][CH:2]([CH2:8][CH:9]([CH3:11])[CH3:10])[C:3]([O:5][CH2:6][CH3:7])=[O:4].[F:12][C:13]1[N:18]=[C:17]([F:19])[C:16]([F:20])=[C:15](F)[C:14]=1[F:22].C(=O)([O-])[O-].[Cs+].[Cs+].O>CN(C=O)C.C(OCC)(=O)C>[CH2:6]([O:5][C:3]([CH:2]([O:1][C:15]1[C:14]([F:22])=[C:13]([F:12])[N:18]=[C:17]([F:19])[C:16]=1[F:20])[CH2:8][CH:9]([CH3:10])[CH3:11])=[O:4])[CH3:7] |f:2.3.4|. Procedure details: To a solution of ethyl 2-hydroxy-4-methylvalerate (0.50 g, 2.5 mmol) in dry DMF (25 mL) was added pentafluoropyridine (0.31 mL, 0.47 g, 2.8 mmol) and cesium carbonate (1.1 g, 3.3 mmol). The resultant mixture was heated to 45° C. and stirred at that temperature for 10 days, then poured into 100 mL of water and 100 mL of ethyl acetate. The aqueous layer was separated and extracted with another 500 mL of ethyl acetate. The combined organic extracts were washed with water (100 mL) then brine (100 mL... The reactants are O=C1N(C(C2=CC(=CC=C12)OC1=C(C=CC=C1)C)=O)CC(=O)OC (methyl 2-(1,3-dioxo-5-(o-tolyloxy)isoindolin-2-yl)acetate), sodium n-butoxide, C(CCC)O (n-butanol). Solvent: CCOC(=O)C (EtOAc). Conditions: temperature 95 celsius, time 2 hour. Yields the product OC1=NC(=C(C2=CC(=CC=C12)OC1=C(C=CC=C1)C)O)C(=O)OCCCC (Butyl 1,4-dihydroxy-6-(o-tolyloxy)isoquinoline-3-carboxylate). RXN SMILES: [O:1]=[C:2]1[C:10]2[C:5](=[CH:6][C:7]([O:11][C:12]3[CH:17]=[CH:16][CH:15]=[CH:14][C:13]=3[CH3:18])=[CH:8][CH:9]=2)[C:4](=[O:19])[N:3]1[CH2:20][C:21]([O:23][CH3:24])=[O:22].[CH2:25](O)[CH2:26][CH2:27]C>CCOC(C)=O>[OH:1][C:2]1[C:10]2[C:5](=[CH:6][C:7]([O:11][C:12]3[CH:17]=[CH:16][CH:15]=[CH:14][C:13]=3[CH3:18])=[CH:8][CH:9]=2)[C:4]([OH:19])=[C:20]([C:21]([O:23][CH2:24][CH2:25][CH2:26][CH3:27])=[O:22])[N:3]=1. Reported procedure: To a stirred solution of methyl 2-(1,3-dioxo-5-(o-tolyloxy)isoindolin-2-yl)acetate (10.0 g, 30.8 mmol) in n-butanol (206 mL) at 95° C. was added 1 N sodium n-butoxide solution (62.0 mL, 62.0 mmol). The resulting mixture was stirred at 95° C. for 2 hours before cooling to room temperature. The solvent was partially removed and the residue was diluted with EtOAc (200 mL) and 2 N HCl (40 mL). The resulting mixture was stirred vigorously for 15 minutes at room temperature and the precipitation was c...